This data is from the Open Reaction Database (ORD), a public repository of structured organic reaction records. The task is: describe an organic reaction: reactants, conditions, products, and yield Reactants: C1(=CC=CC=C1)S(=O)(=O)N1C=C(C2=CC=CC=C12)Br (1-benzenesulfonyl-3-bromo-1H-indole), C1(=CC=CC=C1)B(O)O (phenylboronic acid), Pd[(Ph3P)]4, C([O-])([O-])=O.[Na+].[Na+] (sodium carbonate). The solvent is C1(=CC=CC=C1)C (toluene), C(C)O (ethanol), [Cl-].[NH4+] (ammonium chloride). The product is C1(=CC=CC=C1)S(=O)(=O)N1C=C(C2=CC=CC=C12)C1=CC=CC=C1 (1-benzenesulfonyl-3-phenyl-1H-indole). The yield is 47.0%. Reaction SMILES: [C:1]1([S:7]([N:10]2[C:18]3[C:13](=[CH:14][CH:15]=[CH:16][CH:17]=3)[C:12](Br)=[CH:11]2)(=[O:9])=[O:8])[CH:6]=[CH:5][CH:4]=[CH:3][CH:2]=1.[C:20]1(B(O)O)[CH:25]=[CH:24][CH:23]=[CH:22][CH:21]=1.C(=O)([O-])[O-].[Na+].[Na+]>C1(C)C=CC=CC=1.C(O)C.[Cl-].[NH4+]>[C:1]1([S:7]([N:10]2[C:18]3[C:13](=[CH:14][CH:15]=[CH:16][CH:17]=3)[C:12]([C:20]3[CH:25]=[CH:24][CH:23]=[CH:22][CH:21]=3)=[CH:11]2)(=[O:9])=[O:8])[CH:6]=[CH:5][CH:4]=[CH:3][CH:2]=1 |f:2.3.4,7.8|. Procedure details: A mixture of 500 mg (1.5 mmol) of 1-benzenesulfonyl-3-bromo-1H-indole, 245 mg (2.0 mmol) of phenylboronic acid, 42 mg (0.04 mmol) of Pd[(Ph3P)]4 in 10 mL of toluene, 5 mL of ethanol, and 3 mL of 2 M aqueous sodium carbonate solution was warmed at reflux overnight. The mixture was then cooled and diluted with 15 mL of saturated aqueous ammonium chloride solution and extracted with three 15 mL portions of ethyl acetate. The combined organic layers were washed with three 10 mL portions of saturated... Reactants: O=Cc1cc(Br)ccc1Cl, COC(C)(C)C, C1CCNC1, C1CCOC1, COCCO[AlH2-]OCCOC, CC(C)(C)[O-], COC(=O)c1cc(Br)ccc1Cl, Cc1ccccc1, [K+], [Na+]. Product: N#Cc1ccc(Cl)c(C=O)c1. Reaction SMILES: [Br:1][c:2]1[cH:3][cH:4][c:5]([Cl:10])[c:6]([CH:7]=[O:8])[cH:9]1.[C:46]([O:47][CH3:48])([CH3:49])([CH3:50])[CH3:51].[CH2:11]1[CH2:12][NH:14][CH2:13][CH2:15]1.[CH2:59]1[O:60][CH2:61][CH2:62][CH2:63]1.[CH3:17][O:18][CH2:19][CH2:20][O:21][AlH2-:22][O:23][CH2:24][CH2:25][O:26][CH3:27].[CH3:28][C:29]([CH3:30])([O-:31])[CH3:32].[CH3:34][O:35][C:36](=[O:37])[c:38]1[cH:39][c:40]([Br:41])[cH:42][cH:43][c:44]1[Cl:45].[CH3:52][c:53]1[cH:54][cH:55][cH:56][cH:57][cH:58]1.[K+:33].[Na+:16]>>[c:2]1([C:13]#[N:14])[cH:3][cH:4][c:5]([Cl:10])[c:6]([CH:7]=[O:8])[cH:9]1. Reactants: NC1=C(C=C(C=C1C(F)(F)F)N1C(=NC(=C1)C)C)C#N (1-(4-amino-3-cyano-5-trifluoromethylphenyl)-2,4-dimethylimidazole), solution, [H-].C(C(C)C)[Al+]CC(C)C (diisobutyl aluminium hydride), ice, CO (methanol). Run in O1CCCC1 (tetrahydrofuran), C1(=CC=CC=C1)C (toluene). Yields the product NC1=C(C=C(C=C1C(F)(F)F)N1C(=NC(=C1)C)C)C=O (1-(4-amino-3-formyl-5-trifluoromethylphenyl)-2,4-dimethylimidazole). RXN SMILES: [NH2:1][C:2]1[C:7]([C:8]([F:11])([F:10])[F:9])=[CH:6][C:5]([N:12]2[CH:16]=[C:15]([CH3:17])[N:14]=[C:13]2[CH3:18])=[CH:4][C:3]=1[C:19]#N.[H-].C([Al+]CC(C)C)C(C)C.C[OH:32]>O1CCCC1.C1(C)C=CC=CC=1>[NH2:1][C:2]1[C:7]([C:8]([F:11])([F:10])[F:9])=[CH:6][C:5]([N:12]2[CH:16]=[C:15]([CH3:17])[N:14]=[C:13]2[CH3:18])=[CH:4][C:3]=1[CH:19]=[O:32] |f:1.2|. Reported procedure: To an ice-cooled stirred solution of 1-(4-amino-3-cyano-5-trifluoromethylphenyl)-2,4-dimethylimidazole (0.7 g) in tetrahydrofuran (10 cm3) was added 3.5 cm3 of a 1.5M solution of diisobutyl aluminium hydride in toluene. The mixture was heated at 40° for 2 hours, cooled in ice, treated with methanol (2 cm3), and evaporated in vacuo. The residue was treated with water (25 cm3) and 2M hydrochloric acid (5 cm3), and heated on a steam bath for five minutes. The solution was then cooled, basified to p... The reactants are crude residue, CS(=O)(=O)N (methanesulphonamide), Cl.CN(CCCN=C=NCC)C (1-[3-(dimethylamino)propyl]-3-ethylcarbodiimide hydrochloride), C1(=CC=CC=C1)P(C1=CC=CC=C1)C1=CC=CC=C1 (triphenylphosphine), [OH-].[Li+] (lithium hydroxide), OC1=CC=C(C(=O)OC)C=C1 (methyl 4-hydroxybenzoate), FC(C1=CC=C(C=N1)CO)(F)F ([6-(trifluoromethyl)pyridin-3-yl]methanol), N,N,N′N′-tetramethylazodicarboxylate, C(CC(O)(C(=O)O)CC(=O)O)(=O)O (citric acid). Reagents/catalysts: CN(C)C=1C=CN=CC1 (DMAP). Run in C(Cl)Cl (DCM), C(Cl)Cl (DCM). Run at temperature 30 celsius, time 16 hour. The product is C(=O)O.CS(=O)(=O)NC(C1=CC=C(C=C1)OCC=1C=NC(=CC1)C(F)(F)F)=O (N-(methylsulfonyl)-4-{[6-(trifluoromethyl)pyridin-3-yl]methoxy}benzamide formate salt). RXN SMILES: [OH:1][C:2]1[CH:11]=[CH:10][C:5]([C:6]([O:8]C)=[O:7])=[CH:4][CH:3]=1.[F:12][C:13]([F:23])([F:22])[C:14]1[N:19]=[CH:18][C:17]([CH2:20]O)=[CH:16][CH:15]=1.C1(P(C2C=CC=CC=2)C2C=CC=CC=2)C=CC=CC=1.[OH-].[Li+].C(O)(=O)CC(CC(O)=O)(C(O)=O)O.[CH3:58][S:59]([NH2:62])(=[O:61])=[O:60].Cl.CN(C)CCCN=C=NCC>C(Cl)Cl.CN(C1C=CN=CC=1)C>[CH:6]([OH:8])=[O:7].[CH3:58][S:59]([NH:62][C:6](=[O:8])[C:5]1[CH:4]=[CH:3][C:2]([O:1][CH2:20][C:17]2[CH:18]=[N:19][C:14]([C:13]([F:23])([F:22])[F:12])=[CH:15][CH:16]=2)=[CH:11][CH:10]=1)(=[O:61])=[O:60] |f:3.4,7.8,11.12|. Reported procedure: To methyl 4-hydroxybenzoate (22.8 mg, 0.15 mmol) and [6-(trifluoromethyl)pyridin-3-yl]methanol (22.1 mg, 0.125 mmol) in DCM (1 mL) was added N,N,N′N′-tetramethylazodicarboxylate (43 mg) and polymer supported triphenylphosphine (3 mmol/g, 125 mg, 0.375 mmol). The reaction was shaken at 30° C. for 16 hours, filtered, diluted with aqueous citric acid solution (2.5%, 1 mL) and extracted with DCM (3×1 mL). The combined organics were concentrated in vacuo. The resulting crude residue was dissolved in ... The reactants are [OH-].[Na+] (NaOH), FC=1C=CC=C2C(=CNC12)CCN1C(C2=CC=CC=C2C1=O)=O (2-(2-(7-fluoro-1H-indol-3-yl)ethyl)isoindole-1,3-dione), O (water), C(O)CN (ethanolamine). Solvent: C1CCOC1 (THF). Reaction conditions: temperature 70 celsius, time 1.5 hour. The product is C(C(=O)O)(=O)O.FC1=C2NC=C(CCN)C2=CC=C1 (7-Fluorotryptamine oxalate). RXN SMILES: [F:1][C:2]1[CH:3]=[CH:4][CH:5]=[C:6]2[C:10]=1[NH:9][CH:8]=[C:7]2[CH2:11][CH2:12][N:13]1[C:21](=[O:22])[C:20]2C(=CC=CC=2)C1=O.C(CN)[OH:25].[OH2:28].[OH-:29].[Na+]>C1COCC1>[C:21]([OH:22])(=[O:25])[C:20]([OH:29])=[O:28].[F:1][C:2]1[CH:3]=[CH:4][CH:5]=[C:6]2[C:10]=1[NH:9][CH:8]=[C:7]2[CH2:11][CH2:12][NH2:13] |f:3.4,6.7|. Procedure: Dissolve 2-(2-(7-fluoro-1H-indol-3-yl)ethyl)isoindole-1,3-dione in 25 mL of THF. Add ethanolamine (63.4 g, 62.65 mL, 1038 mmol, 100 eq.) with vigorous stirring and heat to 70° C. After 1.5 hours, cool to room temperature. After 18 hours, pour reaction mixture into of water (250 mL) containing of 5N NaOH (3 mL) and extract with Et2O (2×200 mL). Combine the organic layers and wash with 0.1N NaOH. Collect the organic layer, dry over MgSO4, filter, and remove the solvent in vacuo to give the title c... Reactants: CCOC(C)=O, CC(=O)O, Nc1cc(F)c(OC(F)(F)C(F)F)cc1[N+](=O)[O-], F, [Fe], Nc1ccccc1[N+](=O)[O-], O. Yields the product Nc1cc(F)c(OC(F)(F)C(F)F)cc1N. RXN SMILES: [CH3:31][CH2:32][O:33][C:34](=[O:35])[CH3:36].[CH3:37][C:38](=[O:39])[OH:40].[F:1][c:2]1[c:3]([O:12][C:13]([CH:14]([F:15])[F:16])([F:17])[F:18])[cH:4][c:5]([N+:9]([O-:10])=[O:11])[c:6]([NH2:7])[cH:8]1.[F:29].[Fe:41].[N+:19]([c:20]1[cH:21][cH:22][cH:23][cH:24][c:25]1[NH2:26])([O-:27])=[O:28].[OH2:30]>>[F:1][c:2]1[c:3]([O:12][C:13]([CH:14]([F:15])[F:16])([F:17])[F:18])[cH:4][c:5]([NH2:9])[c:6]([NH2:7])[cH:8]1. Reactants: O=C([O-])[O-], CS(C)=O, CC(C)N1CCNCC1, COc1c([N+](=O)[O-])ccc(F)c1F, [K+], [K+], O. Product: COc1c([N+](=O)[O-])ccc(N2CCN(C(C)C)CC2)c1F. Reaction SMILES: [C:27](=[O:28])([O-:29])[O-:30].[CH3:14][S:15]([CH3:16])=[O:17].[CH:18]([CH3:19])([CH3:20])[N:21]1[CH2:22][CH2:23][NH:24][CH2:25][CH2:26]1.[F:1][c:2]1[c:3]([F:13])[c:4]([O:11][CH3:12])[c:5]([N+:8](=[O:9])[O-:10])[cH:6][cH:7]1.[K+:31].[K+:32].[OH2:33]>>[c:2]1([N:24]2[CH2:23][CH2:22][N:21]([CH:18]([CH3:19])[CH3:20])[CH2:26][CH2:25]2)[c:3]([F:13])[c:4]([O:11][CH3:12])[c:5]([N+:8](=[O:9])[O-:10])[cH:6][cH:7]1. Reactants: [OH-].[Na+] (sodium hydroxide), C1(=CC=C(C=C1)S(=O)(=O)O)C (p-toluenesulfonic acid), C(C=1C(O)=CC=CC1)(=O)O (salicylic acid), N1=C(N)N=C(N)N=C1N (melamine), C=O (formalin). The reagents and catalysts are [OH-].[Na+] (sodium hydroxide). Run in O (water), O (water). Conditions: time 2.5 hour. Product: C=O.N1=C(N)N=C(N)N=C1N (melamine-formaldehyde). Reaction SMILES: C(O)(=O)C1[C:3](=CC=CC=1)[OH:4].[N:11]1[C:18]([NH2:19])=[N:17][C:15]([NH2:16])=[N:14][C:12]=1[NH2:13].C=O.[OH-].[Na+].C1(C)C=CC(S(O)(=O)=O)=CC=1>O.[OH-].[Na+]>[CH2:3]=[O:4].[N:11]1[C:18]([NH2:19])=[N:17][C:15]([NH2:16])=[N:14][C:12]=1[NH2:13] |f:3.4,7.8,9.10|. Procedure: In water, 138 g of salicylic acid and 126 g of melamine were stirred at 20 to 30° C., and in the presence of sodium hydroxide catalyst, 284 g of formalin was added dropwise under cooling. The reaction was then carried out at 90° C. for 2.5 hours. To maintain the pH of the reaction system at 8.5 to 9.5, sodium hydroxide was gradually added during the reaction. The reaction mixture was then adjusted to pH 7 to 8 with p-toluenesulfonic acid and then cooled and the unreacted starting materials and p...